Dataset: the Open Reaction Database (ORD), a public repository of structured organic reaction records. Task: describe an organic reaction: reactants, conditions, products, and yield Reactants: Cl (HCl), C1=NC(=CC2=CC=CC=C12)C1=CC=C(C=C1)O (4-isoquinolin-3-yl-phenol). Run at temperature 60 celsius. Yields the product Cl.C1=NC(=CC2=CC=CC=C12)C1=CC=C(C=C1)O (4-(isoquinolin-3-yl)phenol hydrochloride). Isolated yield 77.0%. As a reaction SMILES: [ClH:1].[CH:2]1[C:11]2[C:6](=[CH:7][CH:8]=[CH:9][CH:10]=2)[CH:5]=[C:4]([C:12]2[CH:17]=[CH:16][C:15]([OH:18])=[CH:14][CH:13]=2)[N:3]=1>>[ClH:1].[CH:2]1[C:11]2[C:6](=[CH:7][CH:8]=[CH:9][CH:10]=2)[CH:5]=[C:4]([C:12]2[CH:17]=[CH:16][C:15]([OH:18])=[CH:14][CH:13]=2)[N:3]=1 |f:2.3|. Reported procedure: HCl (0.4 mL, 2 N) was added to 4-isoquinolin-3-yl-phenol (0.044 g, 0.2 mmol) and the solution was heated at 60° C. for 10 min, resulting in a yellow solid. The reaction mixture was evaporated to dryness to give 4-(isoquinolin-3-yl)phenol hydrochloride (0.45 g, 77%). MS (ES) m/z: 222.96 (M+1), 221.95 (M); 13C-NMR (DMSO-d6): δ 180.2, 149.9, 138.8, 130.0, 129.6, 129.5, 127.8, 126.7, 116.7. Starting materials: [OH-].[Na+] (sodium hydroxide), NC1=NC=2C=C(C=CC2C2=C1N=C(N2CCCCNS(=O)(=O)C)CC)OCC2=CC=CC=C2 (N-[4-(4-amino-7-benzyloxy-2-ethyl-1H-imidazo[4,5-c]quinolin-1-yl)butyl]methanesulfonamide), [H][H] (hydrogen), Cl (hydrochloric acid). The reagents and catalysts are [Pd] (palladium on carbon). Run in C(C)#N (acetonitrile), O (water), CO (methanol), C(C)#N (acetonitrile). The product is NC1=NC=2C=C(C=CC2C2=C1N=C(N2CCCCNS(=O)(=O)C)CC)O (N-[4-(4-amino-2-ethyl-7-hydroxy-1H-imidazo[4,5-c]quinolin-1-yl)butyl]methanesulfonamide). The yield is 53.2%. Reaction SMILES: [NH2:1][C:2]1[C:11]2[N:12]=[C:13]([CH2:24][CH3:25])[N:14]([CH2:15][CH2:16][CH2:17][CH2:18][NH:19][S:20]([CH3:23])(=[O:22])=[O:21])[C:10]=2[C:9]2[CH:8]=[CH:7][C:6]([O:26]CC3C=CC=CC=3)=[CH:5][C:4]=2[N:3]=1.[H][H].Cl.[OH-].[Na+]>C(#N)C.[Pd].O.CO>[NH2:1][C:2]1[C:11]2[N:12]=[C:13]([CH2:24][CH3:25])[N:14]([CH2:15][CH2:16][CH2:17][CH2:18][NH:19][S:20]([CH3:23])(=[O:22])=[O:21])[C:10]=2[C:9]2[CH:8]=[CH:7][C:6]([OH:26])=[CH:5][C:4]=2[N:3]=1 |f:3.4|. Reported procedure: A warm solution of N-[4-(4-amino-7-benzyloxy-2-ethyl-1H-imidazo[4,5-c]quinolin-1-yl)butyl]methanesulfonamide (2.00 g, 4.28 mmol), prepared in Example 106, in acetonitrile (250 mL) and methanol (50 mL) was added to a Parr vessel containing 10% palladium on carbon (1.00 g) and a small amount of acetonitrile. The vessel was placed under hydrogen pressure (25 psi, 1.7×105 Pa) and recharged three times with hydrogen over a period of 21 hours. Concentrated hydrochloric acid (30 mL) was then added to t... Starting materials: NC1=CC=C(C=C1)NC(=O)N1CC2=CC=CC=C2C1 (N-(4-aminophenyl)isoindoline-2-carboxamide), C1(=CC=CC=C1)CCCC(=O)O (4-phenylbutanoic acid), O.ON1N=NC2=C1C=CC=C2 (1-hydroxybenzotriazole hydrate), CN1CCOCC1 (N-methylmorpholine), Cl.CN(CCCN=C=NCC)C (N-(3-dimethylaminopropyl)-N′-ethylcarbodiimide hydrochloride). Solvent: CO.C(Cl)Cl (methanol methylene chloride), CN(C=O)C (dimethylformamide), O (water). Run at time 8 hour. Product: C1(=CC=CC=C1)CCCC(=O)NC1=CC=C(C=C1)NC(=O)N1CC2=CC=CC=C2C1 (N-{4-[(4-phenylbutanoyl)amino]phenyl}-1,3-dihydro-2H-isoindole-2-carboxamide). RXN SMILES: [NH2:1][C:2]1[CH:7]=[CH:6][C:5]([NH:8][C:9]([N:11]2[CH2:19][C:18]3[C:13](=[CH:14][CH:15]=[CH:16][CH:17]=3)[CH2:12]2)=[O:10])=[CH:4][CH:3]=1.[C:20]1([CH2:26][CH2:27][CH2:28][C:29](O)=[O:30])[CH:25]=[CH:24][CH:23]=[CH:22][CH:21]=1.O.ON1C2C=CC=CC=2N=N1.CN1CCOCC1.Cl.CN(C)CCCN=C=NCC>CN(C)C=O.O.CO.C(Cl)Cl>[C:20]1([CH2:26][CH2:27][CH2:28][C:29]([NH:1][C:2]2[CH:3]=[CH:4][C:5]([NH:8][C:9]([N:11]3[CH2:19][C:18]4[C:13](=[CH:14][CH:15]=[CH:16][CH:17]=4)[CH2:12]3)=[O:10])=[CH:6][CH:7]=2)=[O:30])[CH:25]=[CH:24][CH:23]=[CH:22][CH:21]=1 |f:2.3,5.6,9.10|. Procedure details: A solution of N-(4-aminophenyl)isoindoline-2-carboxamide (100 mg, 0.395 mmol), 4-phenylbutanoic acid (78 mg, 0.474 mmol), 1-hydroxybenzotriazole hydrate (66.5 mg, 0.434 mmol) and N-methylmorpholine (0.109 ml, 0.987 mmol) in dimethylformamide (1.771 ml) at room temperature was treated with N-(3-dimethylaminopropyl)-N′-ethylcarbodiimide hydrochloride (136 mg, 0.711 mmol). The mixture was stirred overnight and diluted with water (10 ml); the resulting suspension was filtered with water washes to gi... Reactants: C(C)(C)(C)OC(=O)C1(CC1)OC1=CC(=C(C=C1)NC(C(C1CCCCC1)C=1N(N=C2CCCCC12)C1=CC=C(C=C1)Cl)=O)F ((−)-1-(4-{2-[2-(4-chloro-phenyl)-4,5,6,7-tetrahydro-2H-indazol-3-yl]-2-cyclohexyl-acetylamino}-3-fluoro-phenoxy)-cyclopropanecarboxylic acid tert-butyl ester). Reported procedure: In analogy to the procedure described in example 22, (−)-1-(4-{2-[2-(4-chloro-phenyl)-4,5,6,7-tetrahydro-2H-indazol-3-yl]-2-cyclohexyl-acetylamino}-3-fluoro-phenoxy)-cyclopropanecarboxylic acid tert-butyl ester (example 21.5) was treated with formic acid to obtain the title compound as pink foam. MS: m/e=566.3 [M+H+]. The solvent is C(=O)O (formic acid). Product: ClC1=CC=C(C=C1)N1N=C2CCCCC2=C1C(C(=O)NC1=C(C=C(OC2(CC2)C(=O)O)C=C1)F)C1CCCCC1 ((−)-1-(4-{2-[2-(4-Chloro-phenyl)-4,5,6,7-tetrahydro-2H-indazol-3-yl]-2-cyclohexyl-acetylamino}-3-fluoro-phenoxy)-cyclopropanecarboxylic acid). Reaction SMILES: C([O:5][C:6]([C:8]1([O:11][C:12]2[CH:17]=[CH:16][C:15]([NH:18][C:19](=[O:43])[CH:20]([C:27]3[N:28]([C:36]4[CH:41]=[CH:40][C:39]([Cl:42])=[CH:38][CH:37]=4)[N:29]=[C:30]4[C:35]=3[CH2:34][CH2:33][CH2:32][CH2:31]4)[CH:21]3[CH2:26][CH2:25][CH2:24][CH2:23][CH2:22]3)=[C:14]([F:44])[CH:13]=2)[CH2:10][CH2:9]1)=[O:7])(C)(C)C>C(O)=O>[Cl:42][C:39]1[CH:38]=[CH:37][C:36]([N:28]2[C:27]([CH:20]([CH:21]3[CH2:26][CH2:25][CH2:24][CH2:23][CH2:22]3)[C:19]([NH:18][C:15]3[CH:16]=[CH:17][C:12]([O:11][C:8]4([C:6]([OH:7])=[O:5])[CH2:10][CH2:9]4)=[CH:13][C:14]=3[F:44])=[O:43])=[C:35]3[C:30]([CH2:31][CH2:32][CH2:33][CH2:34]3)=[N:29]2)=[CH:41][CH:40]=1. Starting materials: O (water), S1C=CC2=C1CNCCC2 (5,6,7,8-tetrahydro-4H-thieno[2,3-c]azepine), N1=CC=CC=C1 (pyridine), C(C)(=O)OC(C)=O (acetic anhydride). Run in C(Cl)(Cl)Cl (chloroform). The product is C(C)(=O)N1CC2=C(CCC1)C=CS2 (7-acetyl-5,6,7,8-tetrahydro-4H-thieno[2,3-c]azepine). Isolated yield 78.5%. RXN SMILES: [S:1]1[C:5]2[CH2:6][NH:7][CH2:8][CH2:9][CH2:10][C:4]=2[CH:3]=[CH:2]1.N1C=CC=CC=1.[C:17](OC(=O)C)(=[O:19])[CH3:18].O>C(Cl)(Cl)Cl>[C:17]([N:7]1[CH2:8][CH2:9][CH2:10][C:4]2[CH:3]=[CH:2][S:1][C:5]=2[CH2:6]1)(=[O:19])[CH3:18]. Reported procedure: To a mixture of 4 g of 5,6,7,8-tetrahydro-4H-thieno[2,3-c]azepine and 4 g of pyridine in 20 ml of chloroform was added 4.1 g of acetic anhydride under ice-cooling and the mixture was stirred at room temperature for an hour. The mixture was poured into water and extracted with chloroform. The extract was washed with water, dried and concentrated to give 4 g of 7-acetyl-5,6,7,8-tetrahydro-4H-thieno[2,3-c]azepine as an oil.